Dataset: the Open Reaction Database (ORD), a public repository of structured organic reaction records. Task: describe an organic reaction: reactants, conditions, products, and yield Starting materials: BrB(Br)Br, COCCOc1ccc(F)c(F)c1C1NC(=O)CC(c2cccc(Cl)c2)C12C(=O)Nc1cc(Cl)ccc12, ClCCl. Product: O=C1CC(c2cccc(Cl)c2)C2(C(=O)Nc3cc(Cl)ccc32)C(c2c(OCCO)ccc(F)c2F)N1. As a reaction SMILES: [B:38]([Br:39])([Br:40])[Br:41].[Cl:1][c:2]1[cH:3][cH:4][c:5]2[c:9]([cH:10]1)[NH:8][C:7](=[O:11])[C:6]21[CH:12]([c:25]2[c:26]([F:37])[c:27]([F:36])[cH:28][cH:29][c:30]2[O:31][CH2:32][CH2:33][O:34][CH3:35])[NH:13][C:14](=[O:24])[CH2:15][CH:16]1[c:17]1[cH:18][c:19]([Cl:23])[cH:20][cH:21][cH:22]1.[Cl:42][CH2:43][Cl:44]>>[Cl:1][c:2]1[cH:3][cH:4][c:5]2[c:9]([cH:10]1)[NH:8][C:7](=[O:11])[C:6]21[CH:12]([c:25]2[c:26]([F:37])[c:27]([F:36])[cH:28][cH:29][c:30]2[O:31][CH2:32][CH2:33][OH:34])[NH:13][C:14](=[O:24])[CH2:15][CH:16]1[c:17]1[cH:18][c:19]([Cl:23])[cH:20][cH:21][cH:22]1. Starting materials: IC=1C=C(C(=S)OC)C=CC1 (O-methyl 3-iodothiobenzoate), [N+](#[C-])CC(=O)OCC (ethyl isocyanoacetate), [OH-].[K+] (potassium hydroxide). Run in C(C)O (ethanol). Yields the product IC=1C=C(C=CC1)C1=C(N=CS1)C(=O)OCC (ethyl 5-(3-iodophenyl)-4-thiazolecarboxylate). The yield is 75.4%. RXN SMILES: [I:1][C:2]1[CH:3]=[C:4]([CH:9]=[CH:10][CH:11]=1)[C:5](OC)=[S:6].[N+:12]([CH2:14][C:15]([O:17][CH2:18][CH3:19])=[O:16])#[C-:13].[OH-].[K+]>C(O)C>[I:1][C:2]1[CH:3]=[C:4]([C:5]2[S:6][CH:13]=[N:12][C:14]=2[C:15]([O:17][CH2:18][CH3:19])=[O:16])[CH:9]=[CH:10][CH:11]=1 |f:2.3|. Reported procedure: Analogously to the method described in Synthesis 10, (1976), 681-682, 47 g (169 mmol) of O-methyl 3-iodothiobenzoate were reacted with ethyl isocyanoacetate in the presence of 1-5% powdered potassium hydroxide in ethanol. Recrystallization from ether yielded 45.8 g (75.4%) of ethyl 5-(3-iodophenyl)-4-thiazolecarboxylate as ochre crystals, melting point 77°-78°. Reactants: COC=1C=C(CON2C(C3=CC=CC=C3C2=O)=O)C=CC1OCC#CCC (2-(3-Methoxy-4-pent-2-ynyloxy-benzyloxy)-isoindole-1,3-dione), O.NN (hydrazine hydrate), Cl (hydrochloric acid), O (water). The solvent is CO (methanol), CN(C=O)C (N,N-dimethylformamide). Reaction conditions: time 3 hour. Product: COC=1C=C(CON)C=CC1OCC#CCC (O-(3-methoxy-4-pent-2-ynyloxy-benzyl)-hydroxylamine). As a reaction SMILES: [CH3:1][O:2][C:3]1[CH:4]=[C:5]([CH:19]=[CH:20][C:21]=1[O:22][CH2:23][C:24]#[C:25][CH2:26][CH3:27])[CH2:6][O:7][N:8]1C(=O)C2C(=CC=CC=2)C1=O.O.NN.Cl.O>CO.CN(C)C=O>[CH3:1][O:2][C:3]1[CH:4]=[C:5]([CH:19]=[CH:20][C:21]=1[O:22][CH2:23][C:24]#[C:25][CH2:26][CH3:27])[CH2:6][O:7][NH2:8] |f:1.2|. Procedure details: 2-(3-Methoxy-4-pent-2-ynyloxy-benzyloxy)-isoindole-1,3-dione (27 g, 74 mmol) is suspended in a mixture of 500 ml of methanol and 50 ml of N,N-dimethylformamide. After heating this mixture to +60° C., hydrazine hydrate (8.5 g, 0.17 mol) is added. The reaction is stirred for 3 hours at +60° C. and subsequently cooled down to room temperature. A mixture of 28 ml of concentrated hydrochloric acid and 80 ml of water is added to acidify the resulting suspension. Then it is filtered to remove a precipi... Starting materials: O (Water), C(C(=O)Cl)(=O)Cl (Oxalyl chloride), C(C1=CC=CC=C1)OC(=O)N(C)CC1=CC=C(C=C1)C=1OC=2C(N1)=C(C=CC2)C(=O)O (2-(4-(((benzyloxycarbonyl)(methyl)-amino)methyl)phenyl)benzo[d]oxazole-4-carboxylic acid), [NH4+].[OH-] (NH4OH). Run in ClCCl (dichloromethane). Reaction conditions: temperature 50 celsius. The product is C(N)(=O)C1=CC=CC2=C1N=C(O2)C2=CC=C(CN(C(OCC1=CC=CC=C1)=O)C)C=C2 (benzyl 4-(4-carbamoylbenzo[d]oxazol-2-yl)benzyl(methyl)carbamate). Reaction SMILES: C(Cl)(=O)C(Cl)=O.[CH2:7]([O:14][C:15]([N:17]([CH2:19][C:20]1[CH:25]=[CH:24][C:23]([C:26]2[O:27][C:28]3[C:29](=[C:31]([C:35](O)=[O:36])[CH:32]=[CH:33][CH:34]=3)[N:30]=2)=[CH:22][CH:21]=1)[CH3:18])=[O:16])[C:8]1[CH:13]=[CH:12][CH:11]=[CH:10][CH:9]=1.[NH4+:38].[OH-].O>ClCCl>[C:35]([C:31]1[C:29]2[N:30]=[C:26]([C:23]3[CH:24]=[CH:25][C:20]([CH2:19][N:17]([CH3:18])[C:15](=[O:16])[O:14][CH2:7][C:8]4[CH:13]=[CH:12][CH:11]=[CH:10][CH:9]=4)=[CH:21][CH:22]=3)[O:27][C:28]=2[CH:34]=[CH:33][CH:32]=1)(=[O:36])[NH2:38] |f:2.3|. Reported procedure: Oxalyl chloride (218 mg, 1.72 mmol) is slowly added to a solution of 2-(4-(((benzyloxycarbonyl)(methyl)-amino)methyl)phenyl)benzo[d]oxazole-4-carboxylic acid (0.65 g, 1.57 mmol) in dichloromethane (10 mL) with stirring. The reaction mixture is warmed to 50° C. for 4 h and then cooled to 25° C. The solution is condensed in vacuum and then slowly added to 28% NH4OH (6 mL). The mixture is warmed to 50° C. and stirred for another 2 h. Water (50 mL) is added to the reaction mixture and the slurry is ... Reactants: C(C)(=O)O[C@H]1[C@H](OC=2C=NC=CC2I)SC[C@H]([C@@H]1OC(C)=O)OC(C)=O (4-iodo-3-pyridinyl 2,3,4-tri-O-acetyl-5-thio-β-D-xylopyranoside), FC1=CC=C(C=C1)B(O)O (4-fluorophenylboronic acid). Isolated yield 47.0%. The product is C(C)(=O)O[C@H]1[C@H](OC=2C=NC=CC2C2=CC=C(C=C2)F)SC[C@H]([C@@H]1OC(C)=O)OC(C)=O (4-(4-fluorophenyl)-3-pyridinyl 2,3,4-tri-O-acetyl-5-thio-β-D-xylopyranoside), solid. As a reaction SMILES: [C:1]([O:4][C@@H:5]1[C@@H:18]([O:19][C:20](=[O:22])[CH3:21])[C@H:17]([O:23][C:24](=[O:26])[CH3:25])[CH2:16][S:15][C@H:6]1[O:7][C:8]1[CH:9]=[N:10][CH:11]=[CH:12][C:13]=1I)(=[O:3])[CH3:2].[F:27][C:28]1[CH:33]=[CH:32][C:31](B(O)O)=[CH:30][CH:29]=1>>[C:1]([O:4][C@@H:5]1[C@@H:18]([O:19][C:20](=[O:22])[CH3:21])[C@H:17]([O:23][C:24](=[O:26])[CH3:25])[CH2:16][S:15][C@H:6]1[O:7][C:8]1[CH:9]=[N:10][CH:11]=[CH:12][C:13]=1[C:31]1[CH:32]=[CH:33][C:28]([F:27])=[CH:29][CH:30]=1)(=[O:3])[CH3:2]. Reported procedure: By following a procedure analogous to Example 27 starting from the 4-iodo-3-pyridinyl 2,3,4-tri-O-acetyl-5-thio-β-D-xylopyranoside obtained according to Preparation 21 and 4-fluorophenylboronic acid, 4-(4-fluorophenyl)-3-pyridinyl 2,3,4-tri-O-acetyl-5-thio-β-D-xylopyranoside is obtained in the form of a white solid (yield=47%). Reactants: O.[OH-].[Cs+] (cesium hydroxide monohydrate), Cl/C=1/C2=C(N(C(C(\N1)CC1=C(C=CC=C1)Cl)=O)CC1=CC=C(C=C1)OC)C=CC(=C2)Cl ((E)-5,7-Dichloro-3-(2-chlorobenzyl)-1-(4-methoxybenzyl)-1H-benzo[e][1,4]diazepin-2(3H)-one), O=C1NC2=C(N1)C=CC(=C2)B2OC(C)(C)C(C)(C)O2 (2-oxo-2,3-dihydro-1H-benzoimidazole-5-boronic acid pinacol ester), [Cl-].[Li+] (lithium chloride). Reagents/catalysts: [Pd].C1(=CC=CC=C1)P(C1=CC=CC=C1)C1=CC=CC=C1.C1(=CC=CC=C1)P(C1=CC=CC=C1)C1=CC=CC=C1.C1(=CC=CC=C1)P(C1=CC=CC=C1)C1=CC=CC=C1.C1(=CC=CC=C1)P(C1=CC=CC=C1)C1=CC=CC=C1 (Tetrakis(triphenylphosphine) palladium(0)). Solvent: O (water), O1CCOCC1 (1,4-dioxane). Run at temperature 100 celsius. Yields the product ClC1=CC\2=C(N(C(C(\N=C2\C2=CC3=C(NC(N3)=O)C=C2)CC2=C(C=CC=C2)Cl)=O)CC2=CC=C(C=C2)OC)C=C1 ((Z)-7-chloro-3-(2-chlorobenzyl)-1-(4-methoxybenzyl)-5-(2-oxo-2,3-dihydro-1H-benzo[d]imidazol-5-yl)-1H-benzo[e][1,4]diazepin-2(3H)-one). As a reaction SMILES: Cl[C:2]1[C:3]2[CH:30]=[C:29]([Cl:31])[CH:28]=[CH:27][C:4]=2[N:5]([CH2:18][C:19]2[CH:24]=[CH:23][C:22]([O:25][CH3:26])=[CH:21][CH:20]=2)[C:6](=[O:17])[CH:7]([CH2:9][C:10]2[CH:15]=[CH:14][CH:13]=[CH:12][C:11]=2[Cl:16])[N:8]=1.[O:32]=[C:33]1[NH:37][C:36]2[CH:38]=[CH:39][C:40](B3OC(C)(C)C(C)(C)O3)=[CH:41][C:35]=2[NH:34]1.[Cl-].[Li+].O.[OH-].[Cs+]>[Pd].C1(P(C2C=CC=CC=2)C2C=CC=CC=2)C=CC=CC=1.C1(P(C2C=CC=CC=2)C2C=CC=CC=2)C=CC=CC=1.C1(P(C2C=CC=CC=2)C2C=CC=CC=2)C=CC=CC=1.C1(P(C2C=CC=CC=2)C2C=CC=CC=2)C=CC=CC=1.O.O1CCOCC1>[Cl:31][C:29]1[CH:28]=[CH:27][C:4]2[N:5]([CH2:18][C:19]3[CH:20]=[CH:21][C:22]([O:25][CH3:26])=[CH:23][CH:24]=3)[C:6](=[O:17])[CH:7]([CH2:9][C:10]3[CH:15]=[CH:14][CH:13]=[CH:12][C:11]=3[Cl:16])[N:8]=[C:2]([C:39]3[CH:40]=[CH:41][C:35]4[NH:34][C:33](=[O:32])[NH:37][C:36]=4[CH:38]=3)[C:3]=2[CH:30]=1 |f:2.3,4.5.6,7.8.9.10.11|. Procedure details: (E)-5,7-Dichloro-3-(2-chlorobenzyl)-1-(4-methoxybenzyl)-1H-benzo[e][1,4]diazepin-2(3H)-one (0.68 g, 1.44 mmol), 2-oxo-2,3-dihydro-1H-benzoimidazole-5-boronic acid pinacol ester (0.37 g, 1.44 mmol) and lithium chloride (0.183 g, 4.31 mmol) were added to 1,4-dioxane (12 mL). Nitrogen was bubbled into the solution as reagents were added. Tetrakis(triphenylphosphine) palladium(0) (166 mg, 0.144 mmol) was added followed by cesium hydroxide monohydrate (723 mg, 4.31 mmol) and water (1 mL). After bubbl... Reactants: CC1=CC=C(C=C1)S(=O)(=O)OC1=CC=C(C2=CC=CC=C12)S(=O)(=O)[O-].[Na+] (sodium 4-(4′-methylphenylsulfonyloxy)naphthalene-1-sulfonate), [Cl-].C1(=CC=CC=C1)[S+](C1=CC=CC=C1)C1=CC=CC=C1 (triphenylsulfonium chloride). Solvent: ClCCl (dichloromethane). Conditions: time 1 hour. Yields the product CC1=CC=C(C=C1)S(=O)(=O)OC1=CC=C(C2=CC=CC=C12)S(=O)(=O)[O-].C1(=CC=CC=C1)[S+](C1=CC=CC=C1)C1=CC=CC=C1 (triphenylsulfonium 4-(4′-methylphenylsulfonyloxy)naphthalene-1-sulfonate). Isolated yield 76.0%. RXN SMILES: [CH3:1][C:2]1[CH:7]=[CH:6][C:5]([S:8]([O:11][C:12]2[C:21]3[C:16](=[CH:17][CH:18]=[CH:19][CH:20]=3)[C:15]([S:22]([O-:25])(=[O:24])=[O:23])=[CH:14][CH:13]=2)(=[O:10])=[O:9])=[CH:4][CH:3]=1.[Na+].[Cl-].[C:28]1([S+:34]([C:41]2[CH:46]=[CH:45][CH:44]=[CH:43][CH:42]=2)[C:35]2[CH:40]=[CH:39][CH:38]=[CH:37][CH:36]=2)[CH:33]=[CH:32][CH:31]=[CH:30][CH:29]=1>ClCCl>[CH3:1][C:2]1[CH:3]=[CH:4][C:5]([S:8]([O:11][C:12]2[C:21]3[C:16](=[CH:17][CH:18]=[CH:19][CH:20]=3)[C:15]([S:22]([O-:25])(=[O:24])=[O:23])=[CH:14][CH:13]=2)(=[O:9])=[O:10])=[CH:6][CH:7]=1.[C:41]1([S+:34]([C:28]2[CH:29]=[CH:30][CH:31]=[CH:32][CH:33]=2)[C:35]2[CH:40]=[CH:39][CH:38]=[CH:37][CH:36]=2)[CH:42]=[CH:43][CH:44]=[CH:45][CH:46]=1 |f:0.1,2.3,5.6|. Procedure: The sodium 4-(4′-methylphenylsulfonyloxy)naphthalene-1-sulfonate crude product obtained in Synthesis Example 2, 48 g, was added to one half of the aqueous triphenylsulfonium chloride solution obtained in Synthesis Example 4 and 200 g of dichloromethane, which was stirred for one hour at room temperature. The organic layer was separated, washed with 200 g of water, and concentrated in vacuum. The residue, 60 g, was purified by recrystallization from diethyl ether, obtaining the end product, triph...